This data is from the Open Reaction Database (ORD), a public repository of structured organic reaction records. The task is: describe an organic reaction: reactants, conditions, products, and yield Starting materials: BrCC1=CC=C(C(=O)O)C=C1 (4-(bromomethyl)benzoic acid), ClC1=C(C=C(N)C=C1)C1=NC=CC=C1 (4-chloro-3-(pyridin-2-yl)aniline). Product: BrCC1=CC=C(C(=O)NC2=CC(=C(C=C2)Cl)C2=NC=CC=C2)C=C1 (4-(bromomethyl)-N-(4-chloro-3-(pyridin-2-yl)phenyl)benzamide). RXN SMILES: [Br:1][CH2:2][C:3]1[CH:11]=[CH:10][C:6]([C:7]([OH:9])=O)=[CH:5][CH:4]=1.[Cl:12][C:13]1[CH:19]=[CH:18][C:16]([NH2:17])=[CH:15][C:14]=1[C:20]1[CH:25]=[CH:24][CH:23]=[CH:22][N:21]=1>>[Br:1][CH2:2][C:3]1[CH:4]=[CH:5][C:6]([C:7]([NH:17][C:16]2[CH:18]=[CH:19][C:13]([Cl:12])=[C:14]([C:20]3[CH:25]=[CH:24][CH:23]=[CH:22][N:21]=3)[CH:15]=2)=[O:9])=[CH:10][CH:11]=1. Procedure: 4-(bromomethyl)benzoic acid was coupled to 4-chloro-3-(pyridin-2-yl)aniline as described in general procedure E to yield 4-(bromomethyl)-N-(4-chloro-3-(pyridin-2-yl)phenyl)benzamide.